From a dataset of the Open Reaction Database (ORD), a public repository of structured organic reaction records. describe an organic reaction: reactants, conditions, products, and yield Starting materials: ClC1=CC(=CC=C1)C(=O)OO (m-chloroperbenzoic acid), C(C)N(C(C1=NC=CC=C1SCC)=O)C1=NC=C(C=C1)C(F)(F)F (N-ethyl-3-ethylsulfanyl-N-(5-trifluoromethylpyridin-2-yl)picolinamide), C([O-])(O)=O.[Na+] (sodium bicarbonate), S(=S)(=O)([O-])[O-].[Na+].[Na+] (sodium thiosulfate). Solvent: C(Cl)(Cl)Cl (chloroform). Run at time 3 hour. Product: C(C)N(C(C1=NC=CC=C1S(=O)(=O)CC)=O)C1=NC=C(C=C1)C(F)(F)F (N-ethyl-3-ethylsulfonyl-N-(5-trifluoromethylpyridin-2-yl)picolinamide). As a reaction SMILES: Cl[C:2]1C=CC=C(C(OO)=O)[CH:3]=1.[CH2:12]([N:14]([C:26]1[CH:31]=[CH:30][C:29]([C:32]([F:35])([F:34])[F:33])=[CH:28][N:27]=1)[C:15](=[O:25])[C:16]1[C:21](SCC)=[CH:20][CH:19]=[CH:18][N:17]=1)[CH3:13].C(=O)(O)[O-].[Na+].[S:41]([O-:45])([O-])(=[O:43])=S.[Na+].[Na+]>C(Cl)(Cl)Cl>[CH2:12]([N:14]([C:26]1[CH:31]=[CH:30][C:29]([C:32]([F:33])([F:35])[F:34])=[CH:28][N:27]=1)[C:15](=[O:25])[C:16]1[C:21]([S:41]([CH2:2][CH3:3])(=[O:45])=[O:43])=[CH:20][CH:19]=[CH:18][N:17]=1)[CH3:13] |f:2.3,4.5.6|. Reported procedure: 0.21 g of m-chloroperbenzoic acid (purity of 68%) was added to a mixture of 0.13 g of N-ethyl-3-ethylsulfanyl-N-(5-trifluoromethylpyridin-2-yl)picolinamide (Compound of Present Invention 26) and 4 mL of chloroform under ice cooling, and the mixture was stirred at room temperature for 3 hours. A saturated aqueous sodium bicarbonate solution and a saturated aqueous sodium thiosulfate solution were poured to the reaction mixture, and the mixture was extracted with ethyl acetate. The organic layer w... Starting materials: C1(=CC=CC=C1)C=1N=C(OC1C1=CC=CC=C1)C=1C(CCCC1)CC=1C=C(C=CC1)N ((±)-3-{[2-(4,5-diphenyloxazol-2-yl)-2-cyclohexen-1-yl]methyl}phenylamine), C(C1=CC=CC=C1)(=O)N=C=O (benzoylisocyanate), CCCCCC (hexane). The solvent is C(Cl)Cl (methylene chloride). Reaction conditions: time 16 hour. The product is C(C1=CC=CC=C1)(=O)NC(=O)NC1=CC(=CC=C1)CC1C(=CCCC1)C=1OC(=C(N1)C1=CC=CC=C1)C1=CC=CC=C1 ((±)-1-benzoyl-3-{3-{[2-(4,5-diphenyloxazol-2-yl)-2-cyclohexen-1-yl]methyl}phenyl}urea). Isolated yield 76.9%. As a reaction SMILES: [C:1]1([C:7]2[N:8]=[C:9]([C:18]3[CH:19]([CH2:24][C:25]4[CH:26]=[C:27]([NH2:31])[CH:28]=[CH:29][CH:30]=4)[CH2:20][CH2:21][CH2:22][CH:23]=3)[O:10][C:11]=2[C:12]2[CH:17]=[CH:16][CH:15]=[CH:14][CH:13]=2)[CH:6]=[CH:5][CH:4]=[CH:3][CH:2]=1.[C:32]([N:40]=[C:41]=[O:42])(=[O:39])[C:33]1[CH:38]=[CH:37][CH:36]=[CH:35][CH:34]=1.CCCCCC>C(Cl)Cl>[C:32]([NH:40][C:41]([NH:31][C:27]1[CH:28]=[CH:29][CH:30]=[C:25]([CH2:24][CH:19]2[CH2:20][CH2:21][CH2:22][CH:23]=[C:18]2[C:9]2[O:10][C:11]([C:12]3[CH:17]=[CH:16][CH:15]=[CH:14][CH:13]=3)=[C:7]([C:1]3[CH:2]=[CH:3][CH:4]=[CH:5][CH:6]=3)[N:8]=2)[CH:26]=1)=[O:42])(=[O:39])[C:33]1[CH:38]=[CH:37][CH:36]=[CH:35][CH:34]=1. Procedure: To a solution of (±)-3-{[2-(4,5-diphenyloxazol-2-yl)-2-cyclohexen-1-yl]methyl}phenylamine (110 mg, 0.27 mmol) in methylene chloride (3 ml) was added benzoylisocyanate (0.038 ml, 0.27 mmol) at 5° C., and the mixture was stirred at room temperature for 16 hours. To the mixture was added hexane (9 ml), and the resulting precipitate was collected, washed with hexane to give (±)-1-benzoyl-3-{3-{[2-(4,5-diphenyloxazol-2-yl)-2-cyclohexen-1-yl]methyl}phenyl}urea (114.9 mg, 77%). Starting materials: C(C1=CC=CC=C1)S (benzyl mercaptan), [H-].[Na+] (sodium hydride), O (water), C(=O)(OC(C)(C)C)N1CCC(CC1)Br (N-Boc-(4-bromo)piperidine). Run in CN(C=O)C (dimethylformamide). Conditions: time 15 minute. Product: C(=O)(OC(C)(C)C)N1CCC(CC1)SCC1=CC=CC=C1 (N-Boc-4-benzylthiopiperidine). Yield: 24.5%. Reaction SMILES: [CH2:1]([SH:8])[C:2]1[CH:7]=[CH:6][CH:5]=[CH:4][CH:3]=1.[H-].[Na+].[C:11]([N:18]1[CH2:23][CH2:22][CH:21](Br)[CH2:20][CH2:19]1)([O:13][C:14]([CH3:17])([CH3:16])[CH3:15])=[O:12].O>CN(C)C=O>[C:11]([N:18]1[CH2:19][CH2:20][CH:21]([S:8][CH2:1][C:2]2[CH:7]=[CH:6][CH:5]=[CH:4][CH:3]=2)[CH2:22][CH2:23]1)([O:13][C:14]([CH3:17])([CH3:16])[CH3:15])=[O:12] |f:1.2|. Reported procedure: To benzyl mercaptan (17 ml, 152 mmol)in dimethylformamide at 0° C. under nitrogen was added sodium hydride (80% dispersion in mineral oil, 4.38 g, 152 mmol) the solution was stirred at room temperature for 15 minutes then cooled to 0° C. prior to adding N-Boc-(4-bromo)piperidine (10.8 g, 38 mmol). The mixture was stirred for 14 h at room temperature then poured into water (50 ml), extracted with diethyl ether (2×100 ml), the organic layers combined, dried (MgSO4), filtered, evaporated, and the c... Starting materials: COC(=O)CCN(CCCCCCN(C1CC(NC(C1)(C)C)(C)C)CCC(=O)OC)C1CC(NC(C1)(C)C)(C)C (N,N'-bis(2-methoxycarbonylethyl)-N,N'-bis(2,2,6,6-tetramethyl-4-piperidyl)-1,6-hexanediamine), COC(=O)CCN(CCCCCCN(C1CC(NC(C1)(C)C)(C)C)CCC(=O)OC)C1CC(NC(C1)(C)C)(C)C (N,N'-bis(2-methoxycarbonylethyl)-N,N'-bis(2,2,6,6-tetramethyl-4-piperidyl)-1,6-hexanediamine), COC(=O)CCN(CCCCCCN(C1CC(NC(C1)(C)C)(C)C)CCC(=O)OC)C1CC(NC(C1)(C)C)(C)C (N,N'-bis(2-methoxycarbonylethyl)-N,N'-bis(2,2,6,6-tetramethyl-4-piperidyl)-1,6-hexanediamine), O (water). The solvent is CCCCCC (hexane). Yields the product C(=O)(O)CCN(CCCCCCN(C1CC(NC(C1)(C)C)(C)C)CCC(=O)O)C1CC(NC(C1)(C)C)(C)C (N,N'-bis(2-carboxyethyl)-N,N'-bis(2,2,6,6-tetramethyl-4-piperidyl)-1,6-hexanediamine). Yield: 93.5%. As a reaction SMILES: C[O:2][C:3]([CH2:5][CH2:6][N:7]([CH:31]1[CH2:36][C:35]([CH3:38])([CH3:37])[NH:34][C:33]([CH3:40])([CH3:39])[CH2:32]1)[CH2:8][CH2:9][CH2:10][CH2:11][CH2:12][CH2:13][N:14]([CH2:25][CH2:26][C:27]([O:29]C)=[O:28])[CH:15]1[CH2:20][C:19]([CH3:22])([CH3:21])[NH:18][C:17]([CH3:24])([CH3:23])[CH2:16]1)=[O:4].O>CCCCCC>[C:3]([CH2:5][CH2:6][N:7]([CH:31]1[CH2:36][C:35]([CH3:38])([CH3:37])[NH:34][C:33]([CH3:40])([CH3:39])[CH2:32]1)[CH2:8][CH2:9][CH2:10][CH2:11][CH2:12][CH2:13][N:14]([CH2:25][CH2:26][C:27]([OH:29])=[O:28])[CH:15]1[CH2:20][C:19]([CH3:22])([CH3:21])[NH:18][C:17]([CH3:23])([CH3:24])[CH2:16]1)([OH:4])=[O:2]. Procedure: To a four-necked flask equipped with a stirrer and a reflux condenser were added 26.3 g (46 mmoles) of N,N'-bis(2-methoxycarbonylethyl)-N,N'-bis(2,2,6,6-tetramethyl-4-piperidyl)-1,6-hexanediamine (Compound A) obtained in Example 1 and 100 g of water. The resulting mixture was stirred at room temperature. After dissolution of Compound A was confirmed, 100 ml of hexane was added to separate the reaction mixture into two layers. The aqueous layer of the two layers was isolated and concentrated to o... Procedure details: Using 4-bromo-2-methanesulfonylbenzoic acid (2.76 g) and 1-(5-ethyl-3-methylpyridin-2-yl)piperazine (1.85 g) described in Preparation Example 81 and by the reaction and treatment in the same manner as in Preparation Example 111, the title compound (3.20 g) was obtained. Isolated yield 76.1%. The reactants are BrC1=CC(=C(C(=O)O)C=C1)S(=O)(=O)C (4-bromo-2-methanesulfonylbenzoic acid), C(C)C=1C=C(C(=NC1)N1CCNCC1)C (1-(5-ethyl-3-methylpyridin-2-yl)piperazine). Product: BrC1=CC(=C(C=C1)C(=O)N1CCN(CC1)C1=NC=C(C=C1C)CC)S(=O)(=O)C ((4-bromo-2-methanesulfonylphenyl)[4-(5-ethyl-3-methylpyridin-2-yl)piperazin-1-yl]methanone). As a reaction SMILES: [Br:1][C:2]1[CH:10]=[CH:9][C:5]([C:6]([OH:8])=O)=[C:4]([S:11]([CH3:14])(=[O:13])=[O:12])[CH:3]=1.[CH2:15]([C:17]1[CH:18]=[C:19]([CH3:29])[C:20]([N:23]2[CH2:28][CH2:27][NH:26][CH2:25][CH2:24]2)=[N:21][CH:22]=1)[CH3:16]>>[Br:1][C:2]1[CH:10]=[CH:9][C:5]([C:6]([N:26]2[CH2:27][CH2:28][N:23]([C:20]3[C:19]([CH3:29])=[CH:18][C:17]([CH2:15][CH3:16])=[CH:22][N:21]=3)[CH2:24][CH2:25]2)=[O:8])=[C:4]([S:11]([CH3:14])(=[O:13])=[O:12])[CH:3]=1. Reactants: C1CCOC1, O=C(Cl)c1c(F)cccc1Cl, Nc1cccc(-c2nn3ccccc3c2-c2ccnc(Nc3cccc(F)c3)n2)c1. As a reaction SMILES: [CH2:42]1[O:43][CH2:44][CH2:45][CH2:46]1.[Cl:31][c:32]1[c:33]([C:34](=[O:35])[Cl:36])[c:37]([F:41])[cH:38][cH:39][cH:40]1.[NH2:1][c:2]1[cH:3][c:4](-[c:8]2[n:9][n:10]3[c:11]([cH:12][cH:13][cH:14][cH:15]3)[c:16]2-[c:17]2[n:18][c:19]([NH:23][c:24]3[cH:25][c:26]([F:30])[cH:27][cH:28][cH:29]3)[n:20][cH:21][cH:22]2)[cH:5][cH:6][cH:7]1>>[NH:1]([c:2]1[cH:3][c:4](-[c:8]2[n:9][n:10]3[c:11]([cH:12][cH:13][cH:14][cH:15]3)[c:16]2-[c:17]2[n:18][c:19]([NH:23][c:24]3[cH:25][c:26]([F:30])[cH:27][cH:28][cH:29]3)[n:20][cH:21][cH:22]2)[cH:5][cH:6][cH:7]1)[C:34]([c:33]1[c:32]([Cl:31])[cH:40][cH:39][cH:38][c:37]1[F:41])=[O:35]. Yields the product O=C(Nc1cccc(-c2nn3ccccc3c2-c2ccnc(Nc3cccc(F)c3)n2)c1)c1c(F)cccc1Cl. Product: CCOC(=O)C(Br)OC(C)C. Reactants: O=C1CCC(=O)N1Br, O=C(OOC(=O)c1ccccc1)c1ccccc1, ClC(Cl)(Cl)Cl, CCOC(=O)COC(C)C. RXN SMILES: [Br:29][N:30]1[C:31](=[O:32])[CH2:33][CH2:34][C:35]1=[O:36].[C:1]([O:2][O:3][C:4](=[O:5])[c:6]1[cH:7][cH:8][cH:9][cH:10][cH:11]1)(=[O:12])[c:13]1[cH:14][cH:15][cH:16][cH:17][cH:18]1.[C:37]([Cl:38])([Cl:39])([Cl:40])[Cl:41].[CH2:19]([CH3:20])[O:21][C:22]([CH2:23][O:24][CH:25]([CH3:26])[CH3:27])=[O:28]>>[CH2:19]([CH3:20])[O:21][C:22]([CH:23]([O:24][CH:25]([CH3:26])[CH3:27])[Br:29])=[O:28]. The reactants are CC(=O)[O-], CC(=O)[O-], OB(O)c1ccc(OCc2ccccc2)cc1, CCCC(=O)Nc1nn(COCC[Si](C)(C)C)c2cc(Cl)ccc12, [Cs+], [F-], C1COCCO1, [Pd+2]. Product: CCCC(=O)Nc1nn(COCC[Si](C)(C)C)c2cc(-c3ccc(OCc4ccccc4)cc3)ccc12. RXN SMILES: [C:50]([O-:51])(=[O:52])[CH3:53].[C:55]([O-:56])(=[O:57])[CH3:58].[CH2:1]([c:2]1[cH:3][cH:4][cH:5][cH:6][cH:7]1)[O:8][c:9]1[cH:10][cH:11][c:12]([B:15]([OH:16])[OH:17])[cH:13][cH:14]1.[Cl:20][c:21]1[cH:22][cH:23][c:24]2[c:25]([NH:38][C:39]([CH2:40][CH2:41][CH3:42])=[O:43])[n:26][n:27]([CH2:30][O:31][CH2:32][CH2:33][Si:34]([CH3:35])([CH3:36])[CH3:37])[c:28]2[cH:29]1.[Cs+:19].[F-:18].[O:44]1[CH2:45][CH2:46][O:47][CH2:48][CH2:49]1.[Pd+2:54]>>[CH2:1]([c:2]1[cH:3][cH:4][cH:5][cH:6][cH:7]1)[O:8][c:9]1[cH:10][cH:11][c:12](-[c:21]2[cH:22][cH:23][c:24]3[c:25]([NH:38][C:39]([CH2:40][CH2:41][CH3:42])=[O:43])[n:26][n:27]([CH2:30][O:31][CH2:32][CH2:33][Si:34]([CH3:35])([CH3:36])[CH3:37])[c:28]3[cH:29]2)[cH:13][cH:14]1. Starting materials: Cc1cc(Cl)ccc1Br, O=C=O. Product: Cc1cc(Cl)ccc1C(=O)O. RXN SMILES: [Br:1][c:2]1[c:3]([CH3:9])[cH:4][c:5]([Cl:8])[cH:6][cH:7]1.[C:10](=[O:11])=[O:12]>>[c:2]1([C:10](=[O:11])[OH:12])[c:3]([CH3:9])[cH:4][c:5]([Cl:8])[cH:6][cH:7]1. Starting materials: C1COCCO1, CO, ClCCl, CC(C)(C)OC(=O)N1CCN(c2nc(-c3cccc(NS(=O)(=O)c4cc(F)ccc4F)c3F)c(-c3ccnc(Cl)n3)s2)CC1, Cl. The product is O=S(=O)(Nc1cccc(-c2nc(N3CCNCC3)sc2-c2ccnc(Cl)n2)c1F)c1cc(F)ccc1F. As a reaction SMILES: [CH2:2]1[O:3][CH2:4][CH2:5][O:6][CH2:7]1.[CH3:55][OH:56].[Cl:52][CH2:53][Cl:54].[Cl:8][c:9]1[n:10][cH:11][cH:12][c:13](-[c:15]2[c:16](-[c:33]3[c:34]([F:51])[c:35]([NH:39][S:40](=[O:41])(=[O:42])[c:43]4[c:44]([F:50])[cH:45][cH:46][c:47]([F:49])[cH:48]4)[cH:36][cH:37][cH:38]3)[n:17][c:18]([N:20]3[CH2:21][CH2:22][N:23]([C:26]([O:27][C:28]([CH3:29])([CH3:30])[CH3:31])=[O:32])[CH2:24][CH2:25]3)[s:19]2)[n:14]1.[ClH:1]>>[Cl:8][c:9]1[n:10][cH:11][cH:12][c:13](-[c:15]2[c:16](-[c:33]3[c:34]([F:51])[c:35]([NH:39][S:40](=[O:41])(=[O:42])[c:43]4[c:44]([F:50])[cH:45][cH:46][c:47]([F:49])[cH:48]4)[cH:36][cH:37][cH:38]3)[n:17][c:18]([N:20]3[CH2:21][CH2:22][NH:23][CH2:24][CH2:25]3)[s:19]2)[n:14]1.